This data is from the Open Reaction Database (ORD), a public repository of structured organic reaction records. The task is: describe an organic reaction: reactants, conditions, products, and yield The reactants are resultant mixture, NC=1C(=NC=NC1OC(C)C)OC(C)C (5-amino-4, 6-di (1-methylethoxy) pyrimidine), N1=CC=CC=C1 (pyridine), ClC(=O)OCC (ethyl chloroformate). Solvent: C(Cl)Cl (methylene chloride). Yields the product CC(C)OC1=NC(=NC(=C1C(=O)OCC)OC(C)C)N (4, 6-di (1-methylethoxy)-5-ethoxycarbonyl-aminopyrimidine). The yield is 51.5%. RXN SMILES: N[C:2]1[C:3]([O:12][CH:13]([CH3:15])[CH3:14])=[N:4][CH:5]=[N:6][C:7]=1[O:8][CH:9]([CH3:11])[CH3:10].[N:16]1C=CC=CC=1.Cl[C:23]([O:25][CH2:26][CH3:27])=[O:24]>C(Cl)Cl>[CH3:11][CH:9]([O:8][C:7]1[C:2]([C:23]([O:25][CH2:26][CH3:27])=[O:24])=[C:3]([O:12][CH:13]([CH3:14])[CH3:15])[N:4]=[C:5]([NH2:16])[N:6]=1)[CH3:10]. Reported procedure: To a mixture of 0.42 g of 5-amino-4, 6-di (1-methylethoxy) pyrimidine, 0.30 g of pyridine and 8 ml of methylene chloride was dropwise added 0.26 g of ethyl chloroformate at room temperature with stirring, and the resultant mixture was stirred for 5 hours. The reaction mixture was washed with water and saturated saline in order, dried over anhydrous sodium sulfate and the solvent evaporated. The residue was chromatographed on a silica gel column, eluting with ethyl acetate-n-hexane (1:5) to give ... Conditions: time 8 hour. Product: C(C1=CC=CC=C1)OC=1C(=NN2C1C(NCCC2)=O)C(=O)OC (Methyl 3-benzyloxy-4-oxo-5,6,7,8-tetrahydro-4H-pyrazolo[1,5-a][1,4]diazepine-2-carboxylate). Procedure details: To a solution of dimethyl 1-(3-azidopropyl)-4-benzyloxy-1H-pyrazole-3,5-dicarboxylate (152 mg, 0.407 mmol) in THF (2 mL) were added triphenylphosphine (107 mg, 0.407 mmol) and water (37 μL, 2.036 mmol). The reaction was stirred at room temperature overnight, and the solvent was removed in vacuo. The residue was dissolved in toluene and heated to 110° C. overnight. Purification by reverse phase chromatography on a C-18 column using a gradient elution of 95-5% H2O (0.1% TFA)/CH3CN (0.1% TFA) and c... Reactants: N(=[N+]=[N-])CCCN1N=C(C(=C1C(=O)OC)OCC1=CC=CC=C1)C(=O)OC (dimethyl 1-(3-azidopropyl)-4-benzyloxy-1H-pyrazole-3,5-dicarboxylate), C1(=CC=CC=C1)P(C1=CC=CC=C1)C1=CC=CC=C1 (triphenylphosphine), O (water). Run in C1CCOC1 (THF). As a reaction SMILES: [N:1]([CH2:4][CH2:5][CH2:6][N:7]1[C:11]([C:12](OC)=[O:13])=[C:10]([O:16][CH2:17][C:18]2[CH:23]=[CH:22][CH:21]=[CH:20][CH:19]=2)[C:9]([C:24]([O:26][CH3:27])=[O:25])=[N:8]1)=[N+]=[N-].C1(P(C2C=CC=CC=2)C2C=CC=CC=2)C=CC=CC=1.O>C1COCC1>[CH2:17]([O:16][C:10]1[C:9]([C:24]([O:26][CH3:27])=[O:25])=[N:8][N:7]2[CH2:6][CH2:5][CH2:4][NH:1][C:12](=[O:13])[C:11]=12)[C:18]1[CH:23]=[CH:22][CH:21]=[CH:20][CH:19]=1. Reactants: CN1CCC(CC1)N1CC(CC1)N1N=C(C=2C1=NC=NC2N)C2=CC=C(C=C2)OC2=CC=CC=C2 (1-[1-(1-Methyl-4-piperidyl)tetrahydro-1H-3-pyrrolyl]-3-(4-phenoxyphenyl)-1H-pyrazolo[3,4-d]pyrimidin-4-amine), C(\C=C/C(=O)O)(=O)O (maleic acid). Run in C(C)(=O)OCC (ethyl acetate), C(C)(=O)OCC (ethyl acetate). Run at time 5 hour. Product: C(\C=C/C(=O)O)(=O)O.C(\C=C/C(=O)O)(=O)O.C(\C=C/C(=O)O)(=O)O.CN1CCC(CC1)N1CC(CC1)N1N=C(C=2C1=NC=NC2N)C2=CC=C(C=C2)OC2=CC=CC=C2 (1-[1-(1-methyl-4-piperidyl)tetrahydro-1H-3-pyrrolyl]-3-(4-phenoxyphenyl)-1H-pyrazolo[3,4-d]pyrimidin-4-amine, trimaleate salt). The yield is 89.3%. As a reaction SMILES: [CH3:1][N:2]1[CH2:7][CH2:6][CH:5]([N:8]2[CH2:12][CH2:11][CH:10]([N:13]3[C:17]4=[N:18][CH:19]=[N:20][C:21]([NH2:22])=[C:16]4[C:15]([C:23]4[CH:28]=[CH:27][C:26]([O:29][C:30]5[CH:35]=[CH:34][CH:33]=[CH:32][CH:31]=5)=[CH:25][CH:24]=4)=[N:14]3)[CH2:9]2)[CH2:4][CH2:3]1.[C:36]([OH:43])(=[O:42])/[CH:37]=[CH:38]\[C:39]([OH:41])=[O:40]>C(OCC)(=O)C>[C:36]([OH:43])(=[O:42])/[CH:37]=[CH:38]\[C:39]([OH:41])=[O:40].[C:36]([OH:43])(=[O:42])/[CH:37]=[CH:38]\[C:39]([OH:41])=[O:40].[C:36]([OH:43])(=[O:42])/[CH:37]=[CH:38]\[C:39]([OH:41])=[O:40].[CH3:1][N:2]1[CH2:7][CH2:6][CH:5]([N:8]2[CH2:12][CH2:11][CH:10]([N:13]3[C:17]4=[N:18][CH:19]=[N:20][C:21]([NH2:22])=[C:16]4[C:15]([C:23]4[CH:28]=[CH:27][C:26]([O:29][C:30]5[CH:35]=[CH:34][CH:33]=[CH:32][CH:31]=5)=[CH:25][CH:24]=4)=[N:14]3)[CH2:9]2)[CH2:4][CH2:3]1 |f:3.4.5.6|. Procedure details: 1-[1-(1-Methyl-4-piperidyl)tetrahydro-1H-3-pyrrolyl]-3-(4-phenoxyphenyl)-1H-pyrazolo[3,4-d]pyrimidin-4-amine (148 mg, 0.315 mmol) was dissolved in hot ethyl acetate (20 mL) and maleic acid (110 mg, 0.946 mmol) in hot ethyl acetate (1 mL) was added. The reaction mixture was stirred at room temperature for 5 hours. The solid was collected by filtration to give 1-[1-(1-methyl-4-piperidyl)tetrahydro-1H-3-pyrrolyl]-3-(4-phenoxyphenyl)-1H-pyrazolo[3,4-d]pyrimidin-4-amine, trimaleate salt (230 mg, 90%)... The reactants are NC1=NC=C(C2=C1C(=CS2)C2=CC=C(C=C2)NC(=O)NC2=CC(=CC=C2)C)I (N-[4-(4-amino-7-iodothieno [3,2-c]pyridin-3-yl)phenyl]-N′-(3-methylphenyl)urea), C(CC#C)O (3-butyn-1-ol). Reagents/catalysts: C=1C=CC(=CC1)[P](C=2C=CC=CC2)(C=3C=CC=CC3)[Pd]([P](C=4C=CC=CC4)(C=5C=CC=CC5)C=6C=CC=CC6)([P](C=7C=CC=CC7)(C=8C=CC=CC8)C=9C=CC=CC9)[P](C=1C=CC=CC1)(C=1C=CC=CC1)C=1C=CC=CC1 (Pd(PPh3)4), [Cu]I (CuI). Run in N1CCCCC1 (piperidine). Conditions: temperature 80 celsius. Product: NC1=NC=C(C2=C1C(=CS2)C2=CC=C(C=C2)NC(=O)NC2=CC(=CC=C2)C)C#CCCO (N-{4-[4-amino-7-(4-hydroxy-1-butynyl)thieno[3,2-c]pyridin-3-yl]phenyl}-N′-(3-methylphenyl)urea). Isolated yield 82.4%. RXN SMILES: [NH2:1][C:2]1[C:7]2[C:8]([C:11]3[CH:16]=[CH:15][C:14]([NH:17][C:18]([NH:20][C:21]4[CH:26]=[CH:25][CH:24]=[C:23]([CH3:27])[CH:22]=4)=[O:19])=[CH:13][CH:12]=3)=[CH:9][S:10][C:6]=2[C:5](I)=[CH:4][N:3]=1.[CH2:29]([OH:33])[CH2:30][C:31]#[CH:32]>N1CCCCC1.C1C=CC([P]([Pd]([P](C2C=CC=CC=2)(C2C=CC=CC=2)C2C=CC=CC=2)([P](C2C=CC=CC=2)(C2C=CC=CC=2)C2C=CC=CC=2)[P](C2C=CC=CC=2)(C2C=CC=CC=2)C2C=CC=CC=2)(C2C=CC=CC=2)C2C=CC=CC=2)=CC=1.[Cu]I>[NH2:1][C:2]1[C:7]2[C:8]([C:11]3[CH:16]=[CH:15][C:14]([NH:17][C:18]([NH:20][C:21]4[CH:26]=[CH:25][CH:24]=[C:23]([CH3:27])[CH:22]=4)=[O:19])=[CH:13][CH:12]=3)=[CH:9][S:10][C:6]=2[C:5]([C:32]#[C:31][CH2:30][CH2:29][OH:33])=[CH:4][N:3]=1 |^1:43,45,64,83|. Reported procedure: A suspension of Example 144A (0.227 g, 0.45 mmol) in piperidine (3 mL) was degassed by bubbling nitrogen through the suspension for 5 minutes, treated with 3-butyn-1-ol (0.069 mL, 0.91 mmol), Pd(PPh3)4 (26 mg, 0.023 mmol), and CuI (5 mg, 0.023 mmol), then heated to 80° C. in a sealed tube for 30 minutes. The resulting homogeneous solution was cooled to room temperature and concentrated under a stream of nitrogen. The residue was purified by flash column chromatography on silica gel with 5% metha...